The task is: describe an organic reaction: reactants, conditions, products, and yield. This data is from the Open Reaction Database (ORD), a public repository of structured organic reaction records. The product is Brc1ccc2nccc(Oc3ccccc3)c2c1. Starting materials: Clc1ccnc2ccc(Br)cc12, [Na+], [O-]c1ccccc1, O, Oc1ccccc1. As a reaction SMILES: [Br:1][c:2]1[cH:3][c:4]2[c:5]([Cl:12])[cH:6][cH:7][n:8][c:9]2[cH:10][cH:11]1.[Na+:20].[O-:13][c:14]1[cH:15][cH:16][cH:17][cH:18][cH:19]1.[OH2:28].[OH:21][c:22]1[cH:23][cH:24][cH:25][cH:26][cH:27]1>>[Br:1][c:2]1[cH:3][c:4]2[c:5]([O:13][c:14]3[cH:15][cH:16][cH:17][cH:18][cH:19]3)[cH:6][cH:7][n:8][c:9]2[cH:10][cH:11]1. The reactants are C1CCC2=NCCCN2CC1, N#CC=Cc1cccc([N+](=O)[O-])c1, C[Si](C)(C)CCOCn1ccc2c(-c3cn[nH]c3)ncnc21. Product: C[Si](C)(C)CCOCn1ccc2c(-c3cnn(C(CC#N)c4cccc([N+](=O)[O-])c4)c3)ncnc21. Reaction SMILES: [CH2:23]1[CH2:24][CH2:25][C:26]2=[N:31][CH2:30][CH2:29][CH2:28][N:27]2[CH2:32][CH2:33]1.[N+:34](=[O:35])([O-:36])[c:37]1[cH:38][c:39]([CH:43]=[CH:44][C:45]#[N:46])[cH:40][cH:41][cH:42]1.[nH:1]1[n:2][cH:3][c:4](-[c:6]2[c:7]3[c:8]([n:9][cH:10][n:11]2)[n:12]([CH2:15][O:16][CH2:17][CH2:18][Si:19]([CH3:20])([CH3:21])[CH3:22])[cH:13][cH:14]3)[cH:5]1>>[n:1]1([CH:43]([c:39]2[cH:38][c:37]([N+:34](=[O:35])[O-:36])[cH:42][cH:41][cH:40]2)[CH2:44][C:45]#[N:46])[n:2][cH:3][c:4](-[c:6]2[c:7]3[c:8]([n:9][cH:10][n:11]2)[n:12]([CH2:15][O:16][CH2:17][CH2:18][Si:19]([CH3:20])([CH3:21])[CH3:22])[cH:13][cH:14]3)[cH:5]1.